From a dataset of the Open Reaction Database (ORD), a public repository of structured organic reaction records. describe an organic reaction: reactants, conditions, products, and yield Starting materials: C1(CCCC1)C[C@H](CC(=O)O)C(=O)N1N=CCC1C(=O)NC1=NC(=CC=C1)CC ((3R)-3-(cyclopentylmethyl)-4-(5-{[(6-ethyl-2-pyridinyl)amino]carbonyl}-4,5-dihydro-1H-pyrazol-1-yl)-4-oxobutanoic acid), CN1CCOCC1 (N-methylmorpholine), Cl.C1(=CC=CC=C1)CON (O-(phenylmethyl)hydroxylamine hydrochloride), C(CCl)Cl (EDC), N1=NN(C2=NC=CC=C21)O (3H-[1,2,3]triazolo[4,5-b]pyridin-3-ol). Run in ClCCl (dichloromethane). Run at time 8 hour. Product: C1(CCCC1)C[C@@H](C(=O)N1N=CC[C@H]1C(=O)NC1=NC(=CC=C1)CC)CC(NOCC1=CC=CC=C1)=O ((5S)-1-((2R)-2-(cyclopentylmethyl)-4-oxo-4-{[(phenylmethyl)oxy]amino}butanoyl)-N-(6-ethyl-2-pyridinyl)-4,5-dihydro-1H-pyrazole-5-carboxamide). Yield: 39.3%. RXN SMILES: [CH:1]1([CH2:6][C@@H:7]([C:12]([N:14]2[CH:18]([C:19]([NH:21][C:22]3[CH:27]=[CH:26][CH:25]=[C:24]([CH2:28][CH3:29])[N:23]=3)=[O:20])[CH2:17][CH:16]=[N:15]2)=[O:13])[CH2:8][C:9]([OH:11])=O)[CH2:5][CH2:4][CH2:3][CH2:2]1.CN1CCOCC1.Cl.[C:38]1([CH2:44][O:45][NH2:46])[CH:43]=[CH:42][CH:41]=[CH:40][CH:39]=1.C(Cl)CCl.N1C2C(=NC=CC=2)N(O)N=1>ClCCl>[CH:1]1([CH2:6][C@H:7]([CH2:8][C:9](=[O:11])[NH:46][O:45][CH2:44][C:38]2[CH:43]=[CH:42][CH:41]=[CH:40][CH:39]=2)[C:12]([N:14]2[C@H:18]([C:19]([NH:21][C:22]3[CH:27]=[CH:26][CH:25]=[C:24]([CH2:28][CH3:29])[N:23]=3)=[O:20])[CH2:17][CH:16]=[N:15]2)=[O:13])[CH2:5][CH2:4][CH2:3][CH2:2]1 |f:2.3|. Reported procedure: To a solution of (3R)-3-(cyclopentylmethyl)-4-(5-{[(6-ethyl-2-pyridinyl)amino]carbonyl}-4,5-dihydro-1H-pyrazol-1-yl)-4-oxobutanoic acid (314 mg, 0.79 mmol) in dichloromethane (DCM) (10 mL) was added N-methylmorpholine (0.22 mL, 2.04 mmol), O-(phenylmethyl)hydroxylamine hydrochloride (188 mg, 1.18 mmol), EDC (181 mg, 0.94 mmol) and 3H-[1,2,3]triazolo[4,5-b]pyridin-3-ol (107 mg, 0.79 mmol) at 0° C. The reaction mixture was allowed to warm to room temperature and was stirred overnight. The reaction... Starting materials: NC1=CC=CC=C1 (aniline), C(C)OC(C(C#N)=COCC)=O (ethyl(ethoxymethylene)cyanoacetate). The solvent is N1=CC=CC=C1 (pyridine). Yields the product C(C)OC(C(C#N)=CNC1=CC=CC=C1)=O (ethyl(anilinomethylene)cyanoacetate). The yield is 49.9%. As a reaction SMILES: [NH2:1][C:2]1[CH:7]=[CH:6][CH:5]=[CH:4][CH:3]=1.[CH2:8]([O:10][C:11](=[O:19])[C:12](=[CH:15]OCC)[C:13]#[N:14])[CH3:9]>N1C=CC=CC=1>[CH2:8]([O:10][C:11](=[O:19])[C:12](=[CH:15][NH:1][C:2]1[CH:7]=[CH:6][CH:5]=[CH:4][CH:3]=1)[C:13]#[N:14])[CH3:9]. Procedure details: 0.91 ml (10 mmol) of aniline and 1.69 g (10 mmol of ethyl(ethoxymethylene)cyanoacetate were dissolved in 10 ml of pyridine and heated under reflux. After 3 h pyridine was removed under vacuum, and the residue was purified by chromatography (silica gel column, eluent 1% methanol in dichloromethane). 1.08 g (50%) of ethyl(anilinomethylene)cyanoacetate were obtained. The compound was cyclized by heating in a biphenyl/phenyl ether mixture. After cooling a precipitate was filtered and washed with die... The reactants are ClC1=C(C(=CC(=C1)C(F)(F)F)[N+](=O)[O-])O (2-chloro-4-(trifluoromethyl)-6-nitrophenol), mixture, [H][H] (hydrogen). Reagents/catalysts: [Pd] (palladium on carbon). The solvent is C(C)(=O)OCC (ethyl acetate). The product is NC1=C(C(=CC(=C1)C(F)(F)F)Cl)O (2-amino-6-chloro-4-(trifluoromethyl)phenol). Reaction SMILES: [Cl:1][C:2]1[CH:7]=[C:6]([C:8]([F:11])([F:10])[F:9])[CH:5]=[C:4]([N+:12]([O-])=O)[C:3]=1[OH:15].[H][H]>[Pd].C(OCC)(=O)C>[NH2:12][C:4]1[CH:5]=[C:6]([C:8]([F:9])([F:10])[F:11])[CH:7]=[C:2]([Cl:1])[C:3]=1[OH:15]. Reported procedure: A mixture of 5.01 g of a mixture containing 2-chloro-4-(trifluoromethyl)-6-nitrophenol, 15 ml of ethyl acetate and 1.0 g of 5% palladium on carbon was stirred under about one atmosphere of hydrogen at room temperature for 15 hours. The mixture was filtered through Celite™. The filtrate was concentrated under reduced pressure. The residue was subjected to silica gel column chromatography to give 2.78 g of 2-amino-6-chloro-4-(trifluoromethyl)phenol. Reactants: [N+](=O)([O-])C=1C=CC(=CC1)C(=O)OO (p-nitroperbenzoic acid), CSC=1SC=CC1[N+](=O)[O-] (2-methylthio-3-nitrothiophene), C([O-])(O)=O.[Na+] (sodium bicarbonate). Run in C(Cl)(Cl)Cl (chloroform), O (water). Conditions: temperature 5 celsius, time 2 hour. Product: CS(=O)C=1SC=CC1[N+](=O)[O-] (2-methylsulphinyl-3-nitrothiophene). As a reaction SMILES: [N+](C1C=CC(C(OO)=O)=CC=1)([O-])=[O:2].[CH3:14][S:15][C:16]1[S:17][CH:18]=[CH:19][C:20]=1[N+:21]([O-:23])=[O:22].C(=O)(O)[O-].[Na+]>C(Cl)(Cl)Cl.O>[CH3:14][S:15]([C:16]1[S:17][CH:18]=[CH:19][C:20]=1[N+:21]([O-:23])=[O:22])=[O:2] |f:2.3|. Procedure details: There was added 0.95 g of p-nitroperbenzoic acid to a solution of 0.88 g of 2-methylthio-3-nitrothiophene in 15 ml of chloroform at a temperature from 0° to 10° C. After stirring for 2 hours at 5° C., a solution of 2 g of sodium bicarbonate in approximately 50 ml of water was added; the reaction mixture was then stirred for 15 minutes. The chloroform layer was separated, washed with water, and filtered. After distilling the solvent, the desired product was obtained in a yield of 0.95 g; melting-... The reactants are FC1=C(C(=O)Cl)C(=CC=C1)C(F)(F)F (2-Fluoro-6-(trifluoromethyl)benzoyl chloride), CO (methanol). Run at time 18 hour. Yields the product FC1=C(C(=O)OC)C(=CC=C1)C(F)(F)F (Methyl 2-fluoro-6-(trifluoromethyl)benzoate). Reaction SMILES: [F:1][C:2]1[CH:10]=[CH:9][CH:8]=[C:7]([C:11]([F:14])([F:13])[F:12])[C:3]=1[C:4](Cl)=[O:5].[CH3:15][OH:16]>>[F:1][C:2]1[CH:10]=[CH:9][CH:8]=[C:7]([C:11]([F:14])([F:13])[F:12])[C:3]=1[C:4]([O:16][CH3:15])=[O:5]. Procedure details: 2-Fluoro-6-(trifluoromethyl)benzoyl chloride (Sigma-Aldrich; 950 mg, 4.19 mmol) was added drop-wise to dry methanol (5 mL) under nitrogen. After 18 hours LCMS indicated that no starting material remained. The reaction solution was partitioned between DCM (˜50 mL) and saturated aqueous sodium bicarbonate. The aqueous layer was extracted with further DCM and the combined DCM extracts were dried (sodium sulfate) and evaporated to give the title product as a colourless liquid (786 mg). This material...